Dataset: the Open Reaction Database (ORD), a public repository of structured organic reaction records. Task: describe an organic reaction: reactants, conditions, products, and yield Starting materials: BrC=1C=C2CCOC(C2=CC1)CCO (2-(6-bromoisochroman-1-yl)ethanol), N1(CCNCC1)C1=CC=C(C=C1)S(=O)(=O)N (4-(piperazin-1-yl)benzenesulfonamide), Cl.BrC=1C=C(C=CC1N1CCNCC1)S(=O)(=O)N (3-bromo-4-(piperazin-1-yl)- benzenesulfonamide hydrochloride), BrC1=C(C=CC(=C1)OC)N1CCNCC1 (1-(2-bromo-4-methoxyphenyl)piperazine). Product: BrC=1C=C(C=CC1N1CCN(CC1)CC[C@@H]1OCCC2=CC(=CC=C12)Br)S(=O)(=O)N ((S)-(-)-3-Bromo-4-[4-[2-(6-bromoisochroman-1-yl)ethyl]piperazin-1-yl]benzenesulfonamide). Reaction SMILES: [Br:1][C:2]1[CH:3]=[C:4]2[C:9](=[CH:10][CH:11]=1)[CH:8]([CH2:12][CH2:13]O)[O:7][CH2:6][CH2:5]2.Cl.[Br:16][C:17]1[CH:18]=[C:19]([S:29]([NH2:32])(=[O:31])=[O:30])[CH:20]=[CH:21][C:22]=1[N:23]1[CH2:28][CH2:27][NH:26][CH2:25][CH2:24]1.BrC1C=C(OC)C=CC=1N1CCNCC1.N1(C2C=CC(S(N)(=O)=O)=CC=2)CCNCC1>>[Br:16][C:17]1[CH:18]=[C:19]([S:29]([NH2:32])(=[O:30])=[O:31])[CH:20]=[CH:21][C:22]=1[N:23]1[CH2:28][CH2:27][N:26]([CH2:13][CH2:12][C@H:8]2[C:9]3[C:4](=[CH:3][C:2]([Br:1])=[CH:11][CH:10]=3)[CH2:5][CH2:6][O:7]2)[CH2:25][CH2:24]1 |f:1.2|. Procedure details: Following the general procedure of EXAMPLE 49 and making non-critical variations, 2-(6-bromoisochroman-1-yl)ethanol (LXXIX, 0.399 g) and 3-bromo-4-(piperazin-1-yl)- benzenesulfonamide hydrochloride (VIII, Chart C, 0.544 g; prepared by the method of EXAMPLE 37 but using 4-(piperazin-1-yl)benzenesulfonamide (IV) in place of 1-(4-methoxyphenyl)piperazine) are combined to give the title compound; mp 206-208°; MS (m/z) 557 and 559; IR (mineral oil) 1165, 1338, 1450, 616, 1586 and 731 cm-1. Starting materials: ClC=1N=C(NC1CC)C(=O)O (4-Chloro-5-ethyl-1H-imidazole-2-carboxylic acid), N[C@@H]1[C@@H](CN(CC1)C(=O)OC(C)(C)C)OC(C)C (tert-butyl cis(±)-4-amino-3-isopropoxypiperidine-1-carboxylate), ON1N=NC2=C1C=CC=C2 (1-Hydroxybenzotriazole), Cl.C(C)N=C=NCCCN(C)C (1-ethyl-3-(3-dimethylaminopropyl)-carbodiimide hydrochloride). Solvent: CN(C)C=O (DMF), C(C)(=O)OCC (ethyl acetate). Reaction conditions: time 8 hour. The product is ClC=1N=C(NC1CC)C(=O)N[C@@H]1[C@@H](CN(CC1)C(=O)OC(C)(C)C)OC(C)C (tert-Butyl cis(±)-4-{[(4-chloro-5-ethyl-1H-imidazol-2-yl)carbonyl]amino}-3-isopropoxypiperidine-1-carboxylate). Yield: 50.0%. RXN SMILES: [NH2:1][C@H:2]1[CH2:7][CH2:6][N:5]([C:8]([O:10][C:11]([CH3:14])([CH3:13])[CH3:12])=[O:9])[CH2:4][C@H:3]1[O:15][CH:16]([CH3:18])[CH3:17].[Cl:19][C:20]1[N:21]=[C:22]([C:27](O)=[O:28])[NH:23][C:24]=1[CH2:25][CH3:26].ON1C2C=CC=CC=2N=N1.Cl.C(N=C=NCCCN(C)C)C>CN(C=O)C.C(OCC)(=O)C>[Cl:19][C:20]1[N:21]=[C:22]([C:27]([NH:1][C@H:2]2[CH2:7][CH2:6][N:5]([C:8]([O:10][C:11]([CH3:12])([CH3:13])[CH3:14])=[O:9])[CH2:4][C@H:3]2[O:15][CH:16]([CH3:18])[CH3:17])=[O:28])[NH:23][C:24]=1[CH2:25][CH3:26] |f:3.4|. Procedure: 20% palladium hydroxide (wet, 60 mg) was added to a solution of tert-butyl cis(±)-4-(benzylamino)-3-isopropoxypiperidine-1-carboxylate obtained in Example (147d) (120 mg, 0.345 mmol) in methanol (1.2 mL), and the mixture was catalytically hydrogenated at room temperature for three hours. The catalyst was filtered off, and then the filtrate was concentrated under reduced pressure. A 1 N aqueous sodium hydroxide solution was added to the resulting residue, and the organic substance was extracted w... Starting materials: C(C)(=O)SCC(C(=O)O)CC1=CC=CC=C1 (2-Acetylthiomethyl-3-phenylpropanoic acid), C(C(=O)Cl)(=O)Cl (oxalyl chloride), acid chloride, Cl.NCCCCCCCCCCC(=O)OC (11-aminoundecanoic acid, methyl ester, hydrochloride), C(C)(C)N(CC)C(C)C (diisopropylethylamine). Product: C(C)(=O)SCC(C(=O)NCCCCCCCCCCC(=O)OC)CC1=CC=CC=C1 ((±)-11-[[2-[(acetylthio)methyl]-1-oxo-3phenylpropyl]amino]undecanoic acid, methyl ester). As a reaction SMILES: [C:1]([S:4][CH2:5][CH:6]([CH2:10][C:11]1[CH:16]=[CH:15][CH:14]=[CH:13][CH:12]=1)[C:7]([OH:9])=O)(=[O:3])[CH3:2].C(Cl)(=O)C(Cl)=O.Cl.[NH2:24][CH2:25][CH2:26][CH2:27][CH2:28][CH2:29][CH2:30][CH2:31][CH2:32][CH2:33][CH2:34][C:35]([O:37][CH3:38])=[O:36].C(N(C(C)C)CC)(C)C>>[C:1]([S:4][CH2:5][CH:6]([CH2:10][C:11]1[CH:16]=[CH:15][CH:14]=[CH:13][CH:12]=1)[C:7]([NH:24][CH2:25][CH2:26][CH2:27][CH2:28][CH2:29][CH2:30][CH2:31][CH2:32][CH2:33][CH2:34][C:35]([O:37][CH3:38])=[O:36])=[O:9])(=[O:3])[CH3:2] |f:2.3|. Procedure: 2-Acetylthiomethyl-3-phenylpropanoic acid is reacted with oxalyl chloride and the resulting acid chloride is then reacted with 11-aminoundecanoic acid, methyl ester, hydrochloride in the presence of diisopropylethylamine as more fully described in Example 12 of European Patent Application 136,883 to give (±)-11-[[2-[(acetylthio)methyl]-1-oxo-3phenylpropyl]amino]undecanoic acid, methyl ester. Starting materials: ClC1=NC(=NC=C1C(F)(F)F)NC1=C(C=C(CP(OCC)(OCC)=O)C=C1)OC (diethyl (4-{[4-chloro-5-(trifluoromethyl)pyrimidin-2-yl]amino}-3-methoxybenzyl)phosphonate), ( 100/20 ), NC=1C=CC(=C2CN(C(C12)=O)C)C1CCC(CC1)N(C)CC (7-amino-4-{4-[ethyl(methyl)amino]cyclohexyl}-2-methyl-2,3-dihydro-1H-isoindol-1-one), NC=1C=CC(=C2CN(C(C12)=O)C)C1CCC(CC1)N(C)CC (7-amino-4-{4-[ethyl(methyl)amino]cyclohexyl}-2-methyl-2,3-dihydro-1H-isoindol-1-one). The product is C(C)N(C1CCC(CC1)C=1C=CC(=C2C(N(CC12)C)=O)NC1=NC(=NC=C1C(F)(F)F)NC1=C(C=C(CP(OCC)(OCC)=O)C=C1)OC)C (Diethyl [4-({4-[(7-{4-[ethyl(methyl)amino]cyclohexyl}-2-methyl-3-oxo-2,3-dihydro-1H-isoindol-4-yl)amino]-5-(trifluoromethyl)pyrimidin-2-yl}amino)-3-methoxybenzyl]phosphonate). Reaction SMILES: Cl[C:2]1[C:7]([C:8]([F:11])([F:10])[F:9])=[CH:6][N:5]=[C:4]([NH:12][C:13]2[CH:27]=[CH:26][C:16]([CH2:17][P:18](=[O:25])([O:22][CH2:23][CH3:24])[O:19][CH2:20][CH3:21])=[CH:15][C:14]=2[O:28][CH3:29])[N:3]=1.[NH2:30][C:31]1[CH:32]=[CH:33][C:34]([CH:42]2[CH2:47][CH2:46][CH:45]([N:48]([CH2:50][CH3:51])[CH3:49])[CH2:44][CH2:43]2)=[C:35]2[C:39]=1[C:38](=[O:40])[N:37]([CH3:41])[CH2:36]2>>[CH2:50]([N:48]([CH3:49])[CH:45]1[CH2:44][CH2:43][CH:42]([C:34]2[CH:33]=[CH:32][C:31]([NH:30][C:2]3[C:7]([C:8]([F:10])([F:11])[F:9])=[CH:6][N:5]=[C:4]([NH:12][C:13]4[CH:27]=[CH:26][C:16]([CH2:17][P:18](=[O:25])([O:19][CH2:20][CH3:21])[O:22][CH2:23][CH3:24])=[CH:15][C:14]=4[O:28][CH3:29])[N:3]=3)=[C:39]3[C:35]=2[CH2:36][N:37]([CH3:41])[C:38]3=[O:40])[CH2:47][CH2:46]1)[CH3:51]. Procedure details: This compound was prepared according to the procedure for Example 102 using diethyl (4-{[4-chloro-5-(trifluoromethyl)pyrimidin-2-yl]amino}-3-methoxybenzyl)phosphonate and 7-amino-4-{4-[ethyl(methyl)amino]cyclohexyl}-2-methyl-2,3-dihydro-1H-isoindol-1-one (Compound 236A). 1H NMR (400 MHz, MeOD) δ ppm 1.28 (t, J=7.07 Hz, 6 H) 1.39 (t, J=7.33 Hz, 3 H) 1.70-1.86 (m, 4 H) 2.04 (br. s., 2 H) 2.19 (d, J=7.83 Hz, 2 H) 2.71 (br. s., 1 H) 2.86 (s, 3 H) 3.17-3.19 (m, 3 H) 3.33 (s, 1 H) 3.34-3.37 (m, 2 H) 3...